From a dataset of the Open Reaction Database (ORD), a public repository of structured organic reaction records. describe an organic reaction: reactants, conditions, products, and yield Starting materials: CCCCCCCCCCCCCC=CCO, ClCCl, O=[Cr](=O)([O-])O[Cr](=O)(=O)[O-], c1cc[nH+]cc1, c1cc[nH+]cc1. Yields the product CCCCCCCCCCCCCC=CC=O. As a reaction SMILES: [CH2:22]([CH:23]=[CH:24][CH2:25][CH2:26][CH2:27][CH2:28][CH2:29][CH2:30][CH2:31][CH2:32][CH2:33][CH2:34][CH2:35][CH2:36][CH3:37])[OH:38].[Cl:39][CH2:40][Cl:41].[Cr:1]([O:2][Cr:3]([O-:4])(=[O:5])=[O:6])([O-:7])(=[O:8])=[O:9].[nH+:10]1[cH:11][cH:12][cH:13][cH:14][cH:15]1.[nH+:16]1[cH:17][cH:18][cH:19][cH:20][cH:21]1>>[CH:22]([CH:23]=[CH:24][CH2:25][CH2:26][CH2:27][CH2:28][CH2:29][CH2:30][CH2:31][CH2:32][CH2:33][CH2:34][CH2:35][CH2:36][CH3:37])=[O:38]. Starting materials: ClCC(=O)Cl (chloroacetyl chloride), Cl.O1CCNCCC1 (1,4-oxazepane hydrochloride), C(C)(=O)[O-].[Na+] (sodium acetate), C(C)(=O)O (acetic acid), C(O)([O-])=O.[Na+] (sodium hydrogen carbonate). Run in O1CCCC1 (tetrahydrofuran), O1CCCC1 (tetrahydrofuran). Run at time 1 hour. The product is ClCC(=O)N1CCOCCC1 (N-chloroacetyl-1,4-oxazepane). Yield: 93.2%. As a reaction SMILES: Cl.[O:2]1[CH2:8][CH2:7][CH2:6][NH:5][CH2:4][CH2:3]1.C([O-])(=O)C.[Na+].C(O)(=O)C.[Cl:18][CH2:19][C:20](Cl)=[O:21].C(=O)([O-])O.[Na+]>O1CCCC1>[Cl:18][CH2:19][C:20]([N:5]1[CH2:6][CH2:7][CH2:8][O:2][CH2:3][CH2:4]1)=[O:21] |f:0.1,2.3,6.7|. Procedure: A suspension of 1,4-oxazepane hydrochloride (24.80 g, 180 mmol), sodium acetate (29.60 g, 360 mmol) and acetic acid (20.6 ml, 360 mmol) in tetrahydrofuran (400 ml) was stirred for 1 hr, a solution of chloroacetyl chloride (14.3 ml, 180 mmol) in tetrahydrofuran (100 ml) was added dropwise under ice-cooling, and the mixture was stirred overnight at room temperature. To the reaction mixture was added, sodium hydrogen carbonate (65.7 g, 792 μmmol), and the mixture was stirred for 1 hr. The insoluble... Product: CC(C)CC(NC(=O)c1ccc(N2CCC(NCC(O)c3ccc(O)c(NS(C)(=O)=O)c3)CC2)cc1)C(=O)O. Reaction SMILES: [CH2:1]([CH3:2])[O:3][C:4]([CH:5]([CH2:6][CH:7]([CH3:8])[CH3:9])[NH:10][C:11]([c:12]1[cH:13][cH:14][c:15]([N:18]2[CH2:19][CH2:20][CH:21]([NH:24][CH2:25][CH:26]([c:27]3[cH:28][c:29]([NH:34][S:35](=[O:36])(=[O:37])[CH3:38])[c:30]([OH:33])[cH:31][cH:32]3)[OH:39])[CH2:22][CH2:23]2)[cH:16][cH:17]1)=[O:40])=[O:41].[Na+:43].[OH-:42]>>[O:3]=[C:4]([CH:5]([CH2:6][CH:7]([CH3:8])[CH3:9])[NH:10][C:11]([c:12]1[cH:13][cH:14][c:15]([N:18]2[CH2:19][CH2:20][CH:21]([NH:24][CH2:25][CH:26]([c:27]3[cH:28][c:29]([NH:34][S:35](=[O:36])(=[O:37])[CH3:38])[c:30]([OH:33])[cH:31][cH:32]3)[OH:39])[CH2:22][CH2:23]2)[cH:16][cH:17]1)=[O:40])[OH:41]. The reactants are CCOC(=O)C(CC(C)C)NC(=O)c1ccc(N2CCC(NCC(O)c3ccc(O)c(NS(C)(=O)=O)c3)CC2)cc1, [Na+], [OH-].